Dataset: the Open Reaction Database (ORD), a public repository of structured organic reaction records. Task: describe an organic reaction: reactants, conditions, products, and yield The reactants are IC1=C(C=CC(=C1)F)C (2-iodo-4-fluorotoluene), BrN1C(CCC1=O)=O (N-bromosuccinimide). The reagents and catalysts are C(C1=CC=CC=C1)(=O)OOC(C1=CC=CC=C1)=O (dibenzoyl peroxide). The solvent is ClC(Cl)(Cl)Cl (tetrachloromethane). Product: FC1=CC(=C(CBr)C=C1)I (4-fluoro-2-iodobenzyl bromide). The yield is 78.8%. RXN SMILES: [I:1][C:2]1[CH:7]=[C:6]([F:8])[CH:5]=[CH:4][C:3]=1[CH3:9].[Br:10]N1C(=O)CCC1=O>ClC(Cl)(Cl)Cl.C(OOC(=O)C1C=CC=CC=1)(=O)C1C=CC=CC=1>[F:8][C:6]1[CH:5]=[CH:4][C:3]([CH2:9][Br:10])=[C:2]([I:1])[CH:7]=1. Procedure: A solution of 23.6 g of 2-iodo-4-fluorotoluene in 50 ml of tetrachloromethane was treated with 0.2 g of dibenzoyl peroxide and 19.6 g of N-bromosuccinimide. The mixture was then refluxed for 6 hours and illuminated by a 200 W bulb. After cooling, the spearated succinimide was filtered off and washed with 15 ml tetrachloromethane. The filtrate was evaporated and the residue distilled. There was obtained 24.8 g of 4-fluoro-2-iodobenzyl bromide with a b.p. of 130°-140° C./20 Torr. The product cryst... The reactants are CN1CCNCC1 (1-methylpiperazine), COC1=C(C=CC(=C1)C=C)[N+](=O)[O-] (5-ethenyl-2-nitrophenyl methyl ether), C1(O)=CC=C(O)C=C1 (hydroquinone). Run in CC(C)O (iPrOH). Run at temperature 90 celsius. The product is CN1CCN(CC1)CCC1=CC(=C(C=C1)[N+](=O)[O-])OC (1-methyl-4-{2-[3-(methyloxy)-4-nitrophenyl]ethyl}piperazine). The yield is 69.4%. Reaction SMILES: [CH3:1][O:2][C:3]1[CH:8]=[C:7]([CH:9]=[CH2:10])[CH:6]=[CH:5][C:4]=1[N+:11]([O-:13])=[O:12].[CH3:14][N:15]1[CH2:20][CH2:19][NH:18][CH2:17][CH2:16]1.C1(C=CC(O)=CC=1)O>CC(O)C>[CH3:14][N:15]1[CH2:20][CH2:19][N:18]([CH2:10][CH2:9][C:7]2[CH:6]=[CH:5][C:4]([N+:11]([O-:13])=[O:12])=[C:3]([O:2][CH3:1])[CH:8]=2)[CH2:17][CH2:16]1. Reported procedure: To 5-ethenyl-2-nitrophenyl methyl ether (0.55 g, 3.1 mmol) in 10 mL of iPrOH was added, 1-methylpiperazine (0.614 g, 6.13 mmol), and catalytic hydroquinone (0.033 g, 0.31 mmol). The mixture was heated to 90° C. for 18 h. The solvent was rotovaped down and the crude product was purified by flash chromatography to give the title compound of step C (0.6 g, 2.15 mmol, 70%). 1H NMR (400 MHz, CDCl3) δ ppm 7.79 (d, J=8.24 Hz, 1H), 6.93 (s, 1H), 6.84 (dd, J=8.33, 1.19 Hz, 1H), 3.93 (s, 3H), 2.79-2.89 (m... Starting materials: [OH-].[K+] (potassium hydroxide), N1CCOCC1 (morpholine), C=O (formaldehyde), NC1=NC(=CC(=N1)C)C (2-amino-4,6-dimethylpyrimidine), CS(=O)(=O)O (methanesulfonic acid), C(=S)=S (carbon disulfide). Run in O (water), O (water). Product: CC1=NC(=NC(=C1)C)NCSC(=S)N1CCOCC1 (4,6-dimethyl-2-(morpholin-4-ylthiocarbonylthiomethylamino)pyrimidine). RXN SMILES: [OH-].[K+].[NH:3]1[CH2:8][CH2:7][O:6][CH2:5][CH2:4]1.[C:9](=[S:11])=[S:10].C=O.[NH2:14][C:15]1[N:20]=[C:19]([CH3:21])[CH:18]=[C:17]([CH3:22])[N:16]=1.[CH3:23]S(O)(=O)=O>O>[CH3:22][C:17]1[CH:18]=[C:19]([CH3:21])[N:20]=[C:15]([NH:14][CH2:23][S:10][C:9]([N:3]2[CH2:8][CH2:7][O:6][CH2:5][CH2:4]2)=[S:11])[N:16]=1 |f:0.1|. Procedure: 6.6 g (0.1 mole) of 85% potassium hydroxide and 8.9 g (0.1 mole) of morpholine are dissolved in 200 ml of water and, with cooling, 7.7 g (0.1 mole) of carbon disulfide are added. The mixture is stirred until a yellowish homogeneous solution is obtained. With cooling and stirring, 9.4 g (0.11 mole) of aqueous 35% formaldehyde and a solution of 12.7 g (0.1 mole) of 2-amino-4,6-dimethylpyrimidine and 9.7 g (0.1 mole) of methanesulfonic acid in 50 ml of water are added in succession. The reaction mi... Reactants: [Li]CCCC, CCOC1C=CC(=O)N1, CCCCCC, C1CCOC1, O=S(=O)(Cl)Cl, c1ccccc1. The product is CCOC1C=CC(=O)N1S(=O)(=O)c1ccccc1. Reaction SMILES: [CH2:1]([Li:2])[CH2:3][CH2:4][CH3:5].[CH2:6]([CH3:7])[O:8][CH:9]1[CH:10]=[CH:11][C:12](=[O:14])[NH:13]1.[CH3:26][CH2:27][CH2:28][CH2:29][CH2:30][CH3:31].[O:32]1[CH2:33][CH2:34][CH2:35][CH2:36]1.[S:15](=[O:16])(=[O:17])([Cl:18])[Cl:19].[cH:20]1[cH:21][cH:22][cH:23][cH:24][cH:25]1>>[CH2:6]([CH3:7])[O:8][CH:9]1[CH:10]=[CH:11][C:12](=[O:14])[N:13]1[S:15](=[O:16])(=[O:17])[c:20]1[cH:21][cH:22][cH:23][cH:24][cH:25]1. Reactants: CO\N=C(\COC1=CC=C(C=C1)CO)/C1=CC=CC=C1 ((4-{[(2E)-2-(methoxyimino)-2-phenylethyl]oxy}phenyl)methanol), C(#N)C(CC(=O)OC)C1=CC=C(C=C1)O (methyl 3-cyano-3-(4-hydroxyphenyl)propanoate). Product: C(#N)C(CC(=O)O)C1=CC=C(C=C1)OCC1=CC=C(C=C1)OC/C(/C1=CC=CC=C1)=N/OC (3-Cyano-3-{4-[(4-{[(2E)-2-(methoxyimino)-2-phenylethyl]oxy}benzyl)oxy]phenyl}propanoic acid). Isolated yield 30.1%. RXN SMILES: [CH3:1][O:2]/[N:3]=[C:4](\[C:15]1[CH:20]=[CH:19][CH:18]=[CH:17][CH:16]=1)/[CH2:5][O:6][C:7]1[CH:12]=[CH:11][C:10]([CH2:13][OH:14])=[CH:9][CH:8]=1.[C:21]([CH:23]([C:29]1[CH:34]=[CH:33][C:32](O)=[CH:31][CH:30]=1)[CH2:24][C:25]([O:27]C)=[O:26])#[N:22]>>[C:21]([CH:23]([C:29]1[CH:34]=[CH:33][C:32]([O:14][CH2:13][C:10]2[CH:11]=[CH:12][C:7]([O:6][CH2:5]/[C:4](=[N:3]/[O:2][CH3:1])/[C:15]3[CH:20]=[CH:19][CH:18]=[CH:17][CH:16]=3)=[CH:8][CH:9]=2)=[CH:31][CH:30]=1)[CH2:24][C:25]([OH:27])=[O:26])#[N:22]. Procedure: Compound 98 was synthesized from (4-{[(2E)-2-(methoxyimino)-2-phenylethyl]oxy}phenyl)methanol (0.55 g, 2.03 mmol) and methyl 3-cyano-3-(4-hydroxyphenyl)propanoate (0.46 g, 2.22 mmol) by following the procedure described in scheme 5 (0.008 g, yield: 30.1%); Purity: 93.18%. Reactants: 3β-hydroxy-27-norcholest-5,7-dien-25-one, C[Mg]Br (methyl magnesium bromide), [Cl-].[NH4+] (ammonium chloride), C[C@H](CCCC(C)(C)O)[C@H]1CC[C@@H]\2[C@@]1(CCC/C2=C\C=C/3\C[C@H](CCC3=C)O)C (25-hydroxyvitamin D3), 3β-hydroxy-27-norcholest-5,7-dien-25-one. The solvent is C1=CC=CC=C1 (benzene). Product: CC(C)(CCC[C@@H](C)[C@H]1CC[C@H]2C3=CC=C4C[C@H](CC[C@]4(C)[C@H]3CC[C@]12C)O)O (cholest-5,7-diene-3β,25-diol). RXN SMILES: [CH3:1][C@@H:2]([C@@H:10]1[C@@:14]2([CH3:29])[CH2:15][CH2:16][CH2:17]/[C:18](=[CH:19]\[CH:20]=[C:21]3\[CH2:22][C@@H:23]([OH:28])[CH2:24][CH2:25][C:26]\3=[CH2:27])/[C@@H:13]2[CH2:12][CH2:11]1)[CH2:3][CH2:4][CH2:5][C:6]([OH:9])([CH3:8])[CH3:7].C[Mg]Br.[Cl-].[NH4+]>C1C=CC=CC=1>[CH3:8][C:6]([OH:9])([CH2:5][CH2:4][CH2:3][C@H:2]([C@@H:10]1[C@:14]2([CH3:29])[C@H:13]([C:18]3[C@H:17]([CH2:16][CH2:15]2)[C@:26]2([CH3:27])[C:21]([CH2:22][C@@H:23]([OH:28])[CH2:24][CH2:25]2)=[CH:20][CH:19]=3)[CH2:12][CH2:11]1)[CH3:1])[CH3:7] |f:2.3|. Reported procedure: As noted above, the 3β-hydroxy-27-norcholest-5,7-dien-25-one prepared in accordance with the process of the instant invention is readily converted by techniques well-known in the art into 25-hydroxyvitamin D3. Thus, as described in the previously cited RECUEIL reference, 3β-hydroxy-27-norcholest-5,7-dien-25-one in dry benzene may be treated with methyl magnesium bromide at about 5° C. The reaction mixture is stirred for 8 - 18 hours and then is worked up by the addition of an aqueous solution of... Starting materials: C1CCOC1, C[Si](C)(C)[N-][Si](C)(C)C, COC(=O)c1ccc(=O)n(-c2c(Cl)cccc2Cl)c1, Cl, [Li+], Nc1cc(C(=O)O)ccc1Cl. Product: O=C(O)c1ccc(Cl)c(NC(=O)c2ccc(=O)n(-c3c(Cl)cccc3Cl)c2)c1. Reaction SMILES: [CH2:42]1[O:43][CH2:44][CH2:45][CH2:46]1.[CH3:12][Si:13]([CH3:14])([CH3:15])[N-:16][Si:17]([CH3:18])([CH3:19])[CH3:20].[Cl:22][c:23]1[c:24](-[n:30]2[cH:31][c:32]([C:37](=[O:38])[O:39][CH3:40])[cH:33][cH:34][c:35]2=[O:36])[c:25]([Cl:29])[cH:26][cH:27][cH:28]1.[ClH:41].[Li+:21].[NH2:1][c:2]1[cH:3][c:4]([C:5](=[O:6])[OH:7])[cH:8][cH:9][c:10]1[Cl:11]>>[NH:1]([c:2]1[cH:3][c:4]([C:5](=[O:6])[OH:7])[cH:8][cH:9][c:10]1[Cl:11])[C:37]([c:32]1[cH:31][n:30](-[c:24]2[c:23]([Cl:22])[cH:28][cH:27][cH:26][c:25]2[Cl:29])[c:35](=[O:36])[cH:34][cH:33]1)=[O:38]. Starting materials: CCO, [H][H], O=[N+]([O-])c1cccc(-c2ccccn2)c1, [Pd]. Product: Nc1cccc(-c2ccccn2)c1. As a reaction SMILES: [CH3:19][CH2:20][OH:21].[H:16][H:17].[N+:1]([O-:2])(=[O:3])[c:4]1[cH:5][c:6](-[c:10]2[n:11][cH:12][cH:13][cH:14][cH:15]2)[cH:7][cH:8][cH:9]1.[Pd:18]>>[NH2:1][c:4]1[cH:5][c:6](-[c:10]2[n:11][cH:12][cH:13][cH:14][cH:15]2)[cH:7][cH:8][cH:9]1.